This data is from the Open Reaction Database (ORD), a public repository of structured organic reaction records. The task is: describe an organic reaction: reactants, conditions, products, and yield The reactants are [Cl-].[Na+] (sodium chloride), CN(C1CC(C2=C(CC1)C=CC=C2)(O)C2=CC=CC=C2)C (7-dimethylamino-5-phenyl-5-hydroxy-6,7,8,9-tetrahydro [5H] benzocycloheptene), [OH-].[NH4+] (ammonium hydroxide), S(O)(O)(=O)=O (sulfuric acid). Run in O1CCOCC1 (dioxane). Run at time 3 minute. Product: CN(C1CCC2=C(C(=C1)C1=CC=CC=C1)C=CC=C2)C (7-dimethylamino-9-phenyl-6,7-dihydro [5H] benzocycloheptene). Isolated yield 74.2%. As a reaction SMILES: [CH3:1][N:2]([CH3:21])[CH:3]1[CH2:9][CH2:8][C:7]2[CH:10]=[CH:11][CH:12]=[CH:13][C:6]=2[C:5]([C:15]2[CH:20]=[CH:19][CH:18]=[CH:17][CH:16]=2)(O)[CH2:4]1.S(=O)(=O)(O)O.[OH-].[NH4+].[Cl-].[Na+]>O1CCOCC1>[CH3:1][N:2]([CH3:21])[CH:3]1[CH:4]=[C:5]([C:15]2[CH:16]=[CH:17][CH:18]=[CH:19][CH:20]=2)[C:6]2[CH:13]=[CH:12][CH:11]=[CH:10][C:7]=2[CH2:8][CH2:9]1 |f:2.3,4.5|. Procedure details: A mixture of 29.1 g of 7-dimethylamino-5-phenyl-5-hydroxy-6,7,8,9-tetrahydro [5H] benzocycloheptene and 290 ml of dioxane was refluxed under an inert gas and then 60 ml of 18 N sulfuric acid were added thereto. The mixture was stirred for 3 minutes and after cooling, was poured over ice. The pH was adjusted above 10 by addition of concentrated ammonium hydroxide and the mixture was saturated with sodium chloride and was extracted with ethyl acetate. The organic extracts were washed with aqueous ... Reactants: BrC1=CC(=C(C=C1)C(C(=O)NCC1=CC=C(C=C1)C#N)OC)F ((RS)-2-(4-bromo-2-fluoro-phenyl)-N-(4-cyano-benzyl)-2-methoxy-acetamide), C1(=CC=CC=C1)B(O)O (phenylboronic acid). Yields the product C(#N)C1=CC=C(CNC(C(OC)C2=C(C=C(C=C2)C2=CC=CC=C2)F)=O)C=C1 ((RS)-N-(4-cyano-benzyl)-2-(3-fluoro-biphenyl-4-yl)-2-methoxy-acetamide). RXN SMILES: Br[C:2]1[CH:7]=[CH:6][C:5]([CH:8]([O:21][CH3:22])[C:9]([NH:11][CH2:12][C:13]2[CH:18]=[CH:17][C:16]([C:19]#[N:20])=[CH:15][CH:14]=2)=[O:10])=[C:4]([F:23])[CH:3]=1.[C:24]1(B(O)O)[CH:29]=[CH:28][CH:27]=[CH:26][CH:25]=1>>[C:19]([C:16]1[CH:17]=[CH:18][C:13]([CH2:12][NH:11][C:9](=[O:10])[CH:8]([C:5]2[CH:6]=[CH:7][C:2]([C:24]3[CH:29]=[CH:28][CH:27]=[CH:26][CH:25]=3)=[CH:3][C:4]=2[F:23])[O:21][CH3:22])=[CH:14][CH:15]=1)#[N:20]. Procedure details: In analogy to example 57.1, (RS)-2-(4-bromo-2-fluoro-phenyl)-N-(4-cyano-benzyl)-2-methoxy-acetamide (example 41.2) was reacted with phenylboronic acid to give (RS)-N-(4-cyano-benzyl)-2-(3-fluoro-biphenyl-4-yl)-2-methoxy-acetamide. Light yellow gum. Starting materials: ClC=1N=C2C(=C(C=NC2=CC1)C(C)=O)NC=1C=NC(=CC1)OCCN(C)C (1-(6-chloro-4-{6-[2-(dimethylamino)ethoxy]pyridin-3-ylamino}-1,5-naphthyridin-3-yl)ethanone), ClC1=C(C(=CC(=C1)B1OC(C(O1)(C)C)(C)C)OC)O (2-chloro-6-methoxy-4-(4,4,5,5-tetramethyl-1,3,2-dioxaborolan-2-yl)phenol), C1(=C(C(=C(C(=C1F)F)F)N)F)N.Cl.Cl (dihydrochloride). Product: Cl.Cl.ClC=1C=C(C=C(C1O)OC)C=1N=C2C(=C(C=NC2=CC1)C(C)=O)NC=1C=NC(=CC1)OCCN(C)C (1-[6-(3-Chloro-4-hydroxy-5-methoxyphenyl)-4-{6-[2-(dimethylamino)ethoxy]pyridin-3-ylamino}-1,5-naphthyridin-3-yl]ethanone dihydrochloride). The yield is 75.7%. RXN SMILES: [Cl:1][C:2]1[N:3]=[C:4]2[C:9](=[CH:10][CH:11]=1)[N:8]=[CH:7][C:6]([C:12](=[O:14])[CH3:13])=[C:5]2[NH:15][C:16]1[CH:17]=[N:18][C:19]([O:22][CH2:23][CH2:24][N:25]([CH3:27])[CH3:26])=[CH:20][CH:21]=1.[Cl:28][C:29]1[CH:34]=[C:33](B2OC(C)(C)C(C)(C)O2)[CH:32]=[C:31]([O:44][CH3:45])[C:30]=1[OH:46].C1(N)C(F)=C(F)C(F)=C(N)C=1F.Cl.Cl>>[ClH:1].[ClH:28].[Cl:28][C:29]1[CH:34]=[C:33]([C:2]2[N:3]=[C:4]3[C:9](=[CH:10][CH:11]=2)[N:8]=[CH:7][C:6]([C:12](=[O:14])[CH3:13])=[C:5]3[NH:15][C:16]2[CH:17]=[N:18][C:19]([O:22][CH2:23][CH2:24][N:25]([CH3:26])[CH3:27])=[CH:20][CH:21]=2)[CH:32]=[C:31]([O:44][CH3:45])[C:30]=1[OH:46] |f:2.3.4,5.6.7|. Reported procedure: Following general procedure II, 1-(6-chloro-4-{6-[2-(dimethylamino)ethoxy]pyridin-3-ylamino}-1,5-naphthyridin-3-yl)ethanone (20 mg, 0.052 mmol) was reacted with 2-chloro-6-methoxy-4-(4,4,5,5-tetramethyl-1,3,2-dioxaborolan-2-yl)phenol (28 mg, 0.10 mmol) followed by formation of the dihydrochloride salt to afford the desired product (22 mg, 74%) as an orange solid: 1H NMR (500 MHz, CD3OD) δ 9.33 (s, 1H), 8.47 (d, J=9.0 Hz, 1H), 8.35 (d, J=9.0 Hz, 1H), 8.26 (d, J=2.7 Hz, 1H), 7.74 (dd, J=8.8, 2.7 H... Starting materials: O=C([O-])[O-], [BH3-]C#N, CO, CC(=O)O, CCCC=O, O=C(Cc1ccc(Cl)c(Cl)c1)N1CCNC2CCCC(N3CCCC3)C21, [Na+], [Na+], [Na+]. The product is CCCCN1CCN(C(=O)Cc2ccc(Cl)c(Cl)c2)C2C(N3CCCC3)CCCC21. RXN SMILES: [C:36](=[O:37])([O-:38])[O-:39].[C:6]([BH3-:7])#[N:8].[CH3:42][OH:43].[CH3:44][C:45](=[O:46])[OH:47].[CH:1]([CH2:2][CH2:3][CH3:4])=[O:5].[Cl:10][c:11]1[cH:12][c:13]([CH2:18][C:19](=[O:20])[N:21]2[CH2:22][CH2:23][NH:24][CH:25]3[CH2:26][CH2:27][CH2:28][CH:29]([N:31]4[CH2:32][CH2:33][CH2:34][CH2:35]4)[CH:30]23)[cH:14][cH:15][c:16]1[Cl:17].[Na+:40].[Na+:41].[Na+:9]>>[CH2:1]([CH2:2][CH2:3][CH3:4])[N:24]1[CH2:23][CH2:22][N:21]([C:19]([CH2:18][c:13]2[cH:12][c:11]([Cl:10])[c:16]([Cl:17])[cH:15][cH:14]2)=[O:20])[CH:30]2[CH:25]1[CH2:26][CH2:27][CH2:28][CH:29]2[N:31]1[CH2:32][CH2:33][CH2:34][CH2:35]1.